Dataset: the Open Reaction Database (ORD), a public repository of structured organic reaction records. Task: describe an organic reaction: reactants, conditions, products, and yield The reactants are C1CCOC1, CO, [Na+], [OH-], COC(=O)c1cccc(Nc2nc(-c3ccncc3)cs2)c1. Yields the product O=C(O)c1cccc(Nc2nc(-c3ccncc3)cs2)c1. As a reaction SMILES: [CH2:27]1[O:28][CH2:29][CH2:30][CH2:31]1.[CH3:25][OH:26].[Na+:24].[OH-:23].[n:1]1[cH:2][cH:3][c:4](-[c:7]2[n:8][c:9]([NH:12][c:13]3[cH:14][c:15]([C:16](=[O:17])[O:18][CH3:19])[cH:20][cH:21][cH:22]3)[s:10][cH:11]2)[cH:5][cH:6]1>>[n:1]1[cH:2][cH:3][c:4](-[c:7]2[n:8][c:9]([NH:12][c:13]3[cH:14][c:15]([C:16](=[O:17])[OH:18])[cH:20][cH:21][cH:22]3)[s:10][cH:11]2)[cH:5][cH:6]1. The reactants are CCOC(=O)C(C)CCBr, C1CCNCC1, c1ccccc1. The product is CCOC(=O)C(C)CCN1CCCCC1. Reaction SMILES: [Br:1][CH2:2][CH2:3][CH:4]([C:5](=[O:6])[O:7][CH2:8][CH3:9])[CH3:10].[CH2:11]1[CH2:12][CH2:13][NH:14][CH2:15][CH2:16]1.[cH:17]1[cH:18][cH:19][cH:20][cH:21][cH:22]1>>[CH2:2]([CH2:3][CH:4]([C:5](=[O:6])[O:7][CH2:8][CH3:9])[CH3:10])[N:14]1[CH2:13][CH2:12][CH2:11][CH2:16][CH2:15]1. Starting materials: ClC(=O)OCC(C)C (Isobutyl chloroformate), CN1CCOCC1 (N-methylmorpholine), ice, C(C#CC)(=O)O (2-butynoic acid), NC=1C=C2C(=C(C=NC2=CC1)C#N)NC1=CC(=C(C=C1)Br)Br (6-amino-4-[(3,4-dibromophenyl)amino]-3-quinolinecarbonitrile). Solvent: O1CCCC1 (tetrahydrofuran), O1CCCC1 (tetrahydrofuran). Conditions: temperature 25 celsius, time 10 minute. Yields the product BrC=1C=C(C=CC1Br)NC1=C(C=NC2=CC=C(C=C12)NC(C#CC)=O)C#N (N-[4-[(3,4-dibromophenyl)amino]-3-cyano-6-quinolinyl]-2-butynamide). The yield is 46.9%. RXN SMILES: ClC(OCC(C)C)=O.CN1CCOCC1.[C:16]([OH:21])(=O)[C:17]#[C:18][CH3:19].[NH2:22][C:23]1[CH:24]=[C:25]2[C:30](=[CH:31][CH:32]=1)[N:29]=[CH:28][C:27]([C:33]#[N:34])=[C:26]2[NH:35][C:36]1[CH:41]=[CH:40][C:39]([Br:42])=[C:38]([Br:43])[CH:37]=1>O1CCCC1>[Br:43][C:38]1[CH:37]=[C:36]([NH:35][C:26]2[C:25]3[C:30](=[CH:31][CH:32]=[C:23]([NH:22][C:16](=[O:21])[C:17]#[C:18][CH3:19])[CH:24]=3)[N:29]=[CH:28][C:27]=2[C:33]#[N:34])[CH:41]=[CH:40][C:39]=1[Br:42]. Procedure: Isobutyl chloroformate (0.984 g, 7.18 mmol) and N-methylmorpholine (0.725 g, 7.18 mmol) were added to an ice cold solution of 0.604 g (7.18 mmol) of 2-butynoic acid in 25 mL of tetrahydrofuran. After 10 min, a solution of 1.20 g (2.87 mmol) of 6-amino-4-[(3,4-dibromophenyl)amino]-3-quinolinecarbonitrile in 12 mL of tetrahydrofuran was added dropwise. After stirring overnight at 25° C., volatile material was removed and the residue was slurried in water and filtered. The crude product was washed ...